This data is from the Open Reaction Database (ORD), a public repository of structured organic reaction records. The task is: describe an organic reaction: reactants, conditions, products, and yield Reactants: CCCCCCCCCCCCOCC1CNCCN1, CCn1cc(C(=O)O)c(=O)c2cc(F)c(F)cc21, c1ccncc1. Yields the product CCCCCCCCCCCCOCC1CN(c2cc3c(cc2F)c(=O)c(C(=O)O)cn3CC)CCN1. As a reaction SMILES: [CH2:19]([CH2:20][CH2:21][CH2:22][CH2:23][CH2:24][CH2:25][CH2:26][CH2:27][CH2:28][CH2:29][CH3:30])[O:31][CH2:32][CH:33]1[NH:34][CH2:35][CH2:36][NH:37][CH2:38]1.[CH2:1]([CH3:2])[n:3]1[cH:4][c:5]([C:16](=[O:17])[OH:18])[c:6](=[O:15])[c:7]2[cH:8][c:9]([F:14])[c:10]([F:13])[cH:11][c:12]12.[cH:39]1[cH:40][cH:41][n:42][cH:43][cH:44]1>>[CH2:1]([CH3:2])[n:3]1[cH:4][c:5]([C:16](=[O:17])[OH:18])[c:6](=[O:15])[c:7]2[cH:8][c:9]([F:14])[c:10]([N:37]3[CH2:36][CH2:35][NH:34][CH:33]([CH2:32][O:31][CH2:19][CH2:20][CH2:21][CH2:22][CH2:23][CH2:24][CH2:25][CH2:26][CH2:27][CH2:28][CH2:29][CH3:30])[CH2:38]3)[cH:11][c:12]12. Starting materials: S(=O)(=O)(C1=CC=C(C)C=C1)N1C=CC=2C(=CC=CC12)C#N (1-tosyl-1H-indole-4-carbonitrile), N (NH3). The reagents and catalysts are [Ni] (Raney Nickel). The solvent is CO (methanol), CO (methanol). Run at time 6 hour. Yields the product S(=O)(=O)(C1=CC=C(C)C=C1)N1C=CC2=C(C=CC=C12)CN ((1-tosyl-1H-indol-4-yl)methanamine). Isolated yield 88.6%. Reaction SMILES: [S:1]([N:11]1[C:19]2[CH:18]=[CH:17][CH:16]=[C:15]([C:20]#[N:21])[C:14]=2[CH:13]=[CH:12]1)([C:4]1[CH:10]=[CH:9][C:7]([CH3:8])=[CH:6][CH:5]=1)(=[O:3])=[O:2].N>CO.[Ni]>[S:1]([N:11]1[C:19]2[C:14](=[C:15]([CH2:20][NH2:21])[CH:16]=[CH:17][CH:18]=2)[CH:13]=[CH:12]1)([C:4]1[CH:5]=[CH:6][C:7]([CH3:8])=[CH:9][CH:10]=1)(=[O:2])=[O:3]. Reported procedure: A mixture of 1-tosyl-1H-indole-4-carbonitrile (0.5 g, 1.69 mmol), 5% NH3 in methanol (5.0 mL) and Raney Nickel (0.2 g) in methanol (15.0 ml) was hydrogenated at 5 Torr for 6 h at rt. After completion of the reaction, the Raney Nickel was filtered off through a pad of celite under vacuum and washed with methanol (5×2 mL). The combined filtrates were evaporated to dryness under reduced pressure. The residue was washed with 10% diethyl ether in pentane to yield the title compound as a white solid (... Reactants: Cc1ccc(O)c(-c2cc(C)n(C)n2)n1, CN(C)c1ccncc1, COc1cc2nccc(Cl)c2cc1OC, Clc1ccccc1Cl. Product: COc1cc2nccc(Oc3ccc(C)nc3-c3cc(C)n(C)n3)c2cc1OC. Reaction SMILES: [CH3:1][n:2]1[n:3][c:4](-[c:8]2[n:9][c:10]([CH3:15])[cH:11][cH:12][c:13]2[OH:14])[cH:5][c:6]1[CH3:7].[CH3:31][N:32]([CH3:33])[c:34]1[cH:35][cH:36][n:37][cH:38][cH:39]1.[Cl:16][c:17]1[cH:18][cH:19][n:20][c:21]2[cH:22][c:23]([O:29][CH3:30])[c:24]([O:27][CH3:28])[cH:25][c:26]12.[Cl:40][c:41]1[cH:42][cH:43][cH:44][cH:45][c:46]1[Cl:47]>>[CH3:1][n:2]1[n:3][c:4](-[c:8]2[n:9][c:10]([CH3:15])[cH:11][cH:12][c:13]2[O:14][c:17]2[cH:18][cH:19][n:20][c:21]3[cH:22][c:23]([O:29][CH3:30])[c:24]([O:27][CH3:28])[cH:25][c:26]23)[cH:5][c:6]1[CH3:7].